From a dataset of the Open Reaction Database (ORD), a public repository of structured organic reaction records. describe an organic reaction: reactants, conditions, products, and yield Reactants: FC1=C(C=C(C=C1)[N+](=O)[O-])F (1,2-difluoro-4-nitrobenzene), N1C(COCC1)=O (morpholin-3-one), C(=O)([O-])[O-].[K+].[K+] (K2CO3). Run in CN(C)C=O (DMF). Run at temperature 140 celsius, time 8 hour. Yields the product FC1=C(C=CC(=C1)[N+](=O)[O-])N1C(COCC1)=O (4-(2-fluoro-4-nitrophenyl)morpholin-3-one). The yield is 41.6%. Reaction SMILES: F[C:2]1[CH:7]=[CH:6][C:5]([N+:8]([O-:10])=[O:9])=[CH:4][C:3]=1[F:11].[NH:12]1[CH2:17][CH2:16][O:15][CH2:14][C:13]1=[O:18].C([O-])([O-])=O.[K+].[K+]>CN(C=O)C>[F:11][C:3]1[CH:4]=[C:5]([N+:8]([O-:10])=[O:9])[CH:6]=[CH:7][C:2]=1[N:12]1[CH2:17][CH2:16][O:15][CH2:14][C:13]1=[O:18] |f:2.3.4|. Procedure details: A mixture of 1,2-difluoro-4-nitrobenzene (7.95 g, 50.0 mmol), morpholin-3-one (5.06 g, 50.0 mmol) and K2CO3 (13.82 g, 100 mmol) in DMF (80 mL) was stirred at 140° C. overnight. The mixture was cooled to rt and filtered and the filtrate was concentrated in vacuo. The residue was purified by a silica gel column chromatography (PE/EtOAc (V/V)=3:1) to give the title compound as a yellow solid (5.00 g, 42%). Starting materials: C(C1=CC=CC=C1)N (benzylamine), N1CCCCC1 (piperidine), C(C)(=O)C1=C(N=C(S1)N1C(N(CC1)CC1=CC=C(C(=O)O)C=C1)=O)C (4-((3-(5-acetyl-4-methylthiazol-2-yl)-2-oxoimidazolidin-1-yl)methyl)benzoic acid). Product: C(C)(=O)C1=C(N=C(S1)N1C(N(CC1)CC1=CC=C(C=C1)C(=O)N1CCCCC1)=O)C (1-(5-acetyl-4-methylthiazol-2-yl)-3-(4-(piperidine-1-carbonyl)benzyl)imidazolidin-2-one). Isolated yield 54.0%. Reaction SMILES: C(N)C1C=CC=CC=1.[NH:9]1[CH2:14][CH2:13][CH2:12][CH2:11][CH2:10]1.[C:15]([C:18]1[S:22][C:21]([N:23]2[CH2:27][CH2:26][N:25]([CH2:28][C:29]3[CH:37]=[CH:36][C:32]([C:33](O)=[O:34])=[CH:31][CH:30]=3)[C:24]2=[O:38])=[N:20][C:19]=1[CH3:39])(=[O:17])[CH3:16]>>[C:15]([C:18]1[S:22][C:21]([N:23]2[CH2:27][CH2:26][N:25]([CH2:28][C:29]3[CH:37]=[CH:36][C:32]([C:33]([N:9]4[CH2:14][CH2:13][CH2:12][CH2:11][CH2:10]4)=[O:34])=[CH:31][CH:30]=3)[C:24]2=[O:38])=[N:20][C:19]=1[CH3:39])(=[O:17])[CH3:16]. Procedure: Following the procedure as describe in Example 8, making variations as required to replace benzylamine with piperidine to react with 4-((3-(5-acetyl-4-methylthiazol-2-yl)-2-oxoimidazolidin-1-yl)methyl)benzoic acid, the title compound was obtained as a white powder in 54% yield: 1H NMR (300 MHz, CDCl3) δ 7.45-7.22 (m, 4H), 4.50 (s, 2H), 4.15-4.01 (m, 2H), 3.69-3.32 (m, 6H), 2.60 (s, 3H), 2.40 (s, 3H), 1.71-1.20 (m, 6H); MS (ES+) m/z 427.1 (M+1). The reactants are NC1CCN(CC1)C(=O)N1C(=N[C@@]([C@@]1(C)C1=CC=C(C=C1)Cl)(C)C1=CC=C(C=C1)Cl)C=1C=NC(=CC1OCC)C(C)(C)C ((4-Amino-piperidin-1-yl)-[(4S,5R)-2-(6-tert-butyl-4-ethoxy-pyridin-3-yl)-4,5-bis-(4-chloro-phenyl)-4,5-dimethyl-4,5-dihydro-imidazol-1-yl]-methanone), N(=C=O)C1CS(CC1)(=O)=O (3-isocyanato-tetrahydro-thiophene 1,1-dioxide). Product: C(C)(C)(C)C1=CC(=C(C=N1)C=1N([C@]([C@](N1)(C)C1=CC=C(C=C1)Cl)(C)C1=CC=C(C=C1)Cl)C(=O)N1CCC(CC1)NC(=O)NC1CS(CC1)(=O)=O)OCC (1-{1-[(4S,5R)-2-(6-tert-Butyl-4-ethoxy-pyridin-3-yl)-4,5-bis-(4-chloro-phenyl)-4,5-dimethyl-4,5-dihydro-imidazole-1-carbonyl]-piperidin-4-yl}-3-(1,1-dioxo-tetrahydro-1λ6-thiophen-3-yl)-urea). Reported procedure: In a manner similar to the method described in example 160, (4-amino-piperidin-1-yl)-[(4S,5R)-2-(6-tert-butyl-4-ethoxy-pyridin-3-yl)-4,5-bis-(4-chloro-phenyl)-4,5-dimethyl-4,5-dihydro-imidazol-1-yl]-methanone (example 204) was reacted with 3-isocyanato-tetrahydro-thiophene 1,1-dioxide (Chembridge) to give a mixture of diasteremers. The diastereomers were separated by supercritical fluid chromatography (Berger Instrument Multi-Gram II, Whelk-O column, eluting with 40% isopropanol in carbon dioxid... As a reaction SMILES: [NH2:1][CH:2]1[CH2:7][CH2:6][N:5]([C:8]([N:10]2[C@@:14]([C:16]3[CH:21]=[CH:20][C:19]([Cl:22])=[CH:18][CH:17]=3)([CH3:15])[C@@:13]([C:24]3[CH:29]=[CH:28][C:27]([Cl:30])=[CH:26][CH:25]=3)([CH3:23])[N:12]=[C:11]2[C:31]2[CH:32]=[N:33][C:34]([C:40]([CH3:43])([CH3:42])[CH3:41])=[CH:35][C:36]=2[O:37][CH2:38][CH3:39])=[O:9])[CH2:4][CH2:3]1.[N:44]([CH:47]1[CH2:51][CH2:50][S:49](=[O:53])(=[O:52])[CH2:48]1)=[C:45]=[O:46]>>[C:40]([C:34]1[N:33]=[CH:32][C:31]([C:11]2[N:10]([C:8]([N:5]3[CH2:4][CH2:3][CH:2]([NH:1][C:45]([NH:44][CH:47]4[CH2:51][CH2:50][S:49](=[O:53])(=[O:52])[CH2:48]4)=[O:46])[CH2:7][CH2:6]3)=[O:9])[C@@:14]([C:16]3[CH:21]=[CH:20][C:19]([Cl:22])=[CH:18][CH:17]=3)([CH3:15])[C@@:13]([C:24]3[CH:29]=[CH:28][C:27]([Cl:30])=[CH:26][CH:25]=3)([CH3:23])[N:12]=2)=[C:36]([O:37][CH2:38][CH3:39])[CH:35]=1)([CH3:42])([CH3:41])[CH3:43]. Yields the product Cl, COc1nccnc1OCC(O)CNC(C)C. As a reaction SMILES: [CH3:17][OH:18].[Cl:1][c:2]1[c:3]([O:8][CH2:9][CH:10]([CH2:11][NH:12][CH:13]([CH3:14])[CH3:15])[OH:16])[n:4][cH:5][cH:6][n:7]1>>[ClH:1].[c:2]1([O:18][CH3:17])[c:3]([O:8][CH2:9][CH:10]([CH2:11][NH:12][CH:13]([CH3:14])[CH3:15])[OH:16])[n:4][cH:5][cH:6][n:7]1. Reactants: CO, CC(C)NCC(O)COc1nccnc1Cl.